From a dataset of the Open Reaction Database (ORD), a public repository of structured organic reaction records. describe an organic reaction: reactants, conditions, products, and yield RXN SMILES: [CH3:1][O:2][C:3]1[CH:4]=[C:5]([CH:9]([OH:17])[CH2:10][CH:11]2[CH2:15][CH2:14][CH2:13][N:12]2[CH3:16])[CH:6]=[CH:7][CH:8]=1.[H-].[Na+].[CH3:20]I.O>CN(C)C=O>[CH3:20][O:17][CH:9]([C:5]1[CH:6]=[CH:7][CH:8]=[C:3]([O:2][CH3:1])[CH:4]=1)[CH2:10][CH:11]1[CH2:15][CH2:14][CH2:13][N:12]1[CH3:16] |f:1.2|. Starting materials: CI (methyl iodide), COC=1C=C(C=CC1)C(CC1N(CCC1)C)O (1-(3-methoxyphenyl)-2-(1-methyl-2-pyrrolidinyl)-ethanol), 80, [H-].[Na+] (sodium hydride), O (water). Run in CN(C=O)C (dimethyl formamide), CN(C=O)C (dimethyl formamide). Yields the product COC(CC1N(CCC1)C)C1=CC(=CC=C1)OC (2-[2-methoxy-2-(3-methoxyphenyl)-ethyl]-1-methylpyrrolidine). Reaction conditions: time 30 minute. The yield is 66.1%. Reported procedure: 1.0 g of 1-(3-methoxyphenyl)-2-(1-methyl-2-pyrrolidinyl)-ethanol dissolved in 15 ml of dimethyl formamide is added dropwise within 5 minutes, with stirring and exclusion of moisture, to a suspenion of 0.25 g of 80 p.c. sodium hydride. Stirring is effected for 30 minutes and a solution of 0.85 g methyl iodide in 10 ml of dimethyl formamide is added drop by drop. The mixture is kept at 60° for 2 hours, treated with water and extracted with diethyl ether. The etheral phase is concentrated. There ar... Starting materials: [Si](C1=CC=CC=C1)(C1=CC=CC=C1)(C(C)(C)C)OCC(CO)S (3-t-BUTYLDIPHENYLSILYLOXY-2-MERCAPTOPROPANOL), C(C)OC(OCC)OCC (triethylorthoformate), C1(=CC=C(C=C1)S(=O)(=O)[O-])C.[NH+]1=CC=CC=C1 (pyridinium p-toluenesulfonate), [Si](C1=CC=CC=C1)(C1=CC=CC=C1)(C(C)(C)C)OCC1SC(OC1)OCC (4-(t-butyldiphenylsilyloxymethyl)-2-ethoxy-1,3-oxathiolane), C(C)OP(OCC)OCC (triethylphosphite), P(Cl)(Cl)Cl (phosphorus trichloride). The reagents and catalysts are [Cl-].[Zn+2].[Cl-] (zinc chloride). Run in C1(=CC=CC=C1)C (toluene), ClCCl (dichloromethane). Reaction conditions: temperature 0 celsius, time 40 minute. Yields the product [Si](C1=CC=CC=C1)(C1=CC=CC=C1)(C(C)(C)C)OC[C@H]1S[C@@H](OC1)P(=O)(OCC)OCC (TRANS 4-(t-BUTYLDIPHENYLSILYLOXYMETHYL)-2-(DIETHYLOXYPHOSPHINOYL)-1,3-OXATHIOLANE). The yield is 79.5%. As a reaction SMILES: [Si:1]([O:18][CH2:19][CH:20]([SH:23])[CH2:21][OH:22])([C:14]([CH3:17])([CH3:16])[CH3:15])([C:8]1[CH:13]=[CH:12][CH:11]=[CH:10][CH:9]=1)[C:2]1[CH:7]=[CH:6][CH:5]=[CH:4][CH:3]=1.[CH2:24](OC(OCC)OCC)C.C1(C)C=CC(S([O-])(=O)=O)=CC=1.[NH+]1C=CC=CC=1.[Si](OCC1COC(OCC)S1)(C(C)(C)C)(C1C=CC=CC=1)C1C=CC=CC=1.[CH2:78]([O:80][P:81]([O:85][CH2:86][CH3:87])[O:82]CC)[CH3:79].P(Cl)(Cl)Cl>C1(C)C=CC=CC=1.ClCCl.[Cl-].[Zn+2].[Cl-]>[Si:1]([O:18][CH2:19][C@@H:20]1[CH2:21][O:22][C@@H:24]([P:81]([O:85][CH2:86][CH3:87])([O:80][CH2:78][CH3:79])=[O:82])[S:23]1)([C:14]([CH3:17])([CH3:15])[CH3:16])([C:8]1[CH:13]=[CH:12][CH:11]=[CH:10][CH:9]=1)[C:2]1[CH:3]=[CH:4][CH:5]=[CH:6][CH:7]=1 |f:2.3,9.10.11|. Reported procedure: To a solution of 3-t-butyldiphenylsilyloxy-2-mercaptopropanol (example 41) (12.17 g, 35.12 mmol) in toluene (600 mL) were added triethylorthoformate (6.4 mL, 38.5 mmol, 1.1 eq) and pyridinium p-toluenesulfonate (catalytic) at 90° C. The solution was strirred at 90° C. for 40 min then was quenched at room temperature with sodium bicarbonate. The aqueous phase was extracted with dichloromethane and the organic layer was washed with water, dried with magnesium sulfate and evaporated under reduced p... Reactants: [BH4-], CCOC(=O)c1nccn1CC1CN=C(c2cc3cccc(N(C)S(=O)(=O)c4ccccn4)c3[nH]2)S1, CO, [Li+], [Na+], C1CCOC1, O=C([O-])O. Yields the product CN(c1cccc2cc(C3=NCC(Cn4ccnc4CO)S3)[nH]c12)S(=O)(=O)c1ccccn1. Reaction SMILES: [BH4-:37].[CH3:1][N:2]([c:3]1[cH:4][cH:5][cH:6][c:7]2[cH:8][c:9]([C:12]3=[N:16][CH2:15][CH:14]([CH2:17][n:18]4[c:19]([C:23](=[O:24])[O:25][CH2:26][CH3:27])[n:20][cH:21][cH:22]4)[S:13]3)[nH:10][c:11]12)[S:28](=[O:29])(=[O:30])[c:31]1[n:32][cH:33][cH:34][cH:35][cH:36]1.[CH3:49][OH:50].[Li+:38].[Na+:39].[O:44]1[CH2:45][CH2:46][CH2:47][CH2:48]1.[OH:40][C:41](=[O:42])[O-:43]>>[CH3:1][N:2]([c:3]1[cH:4][cH:5][cH:6][c:7]2[cH:8][c:9]([C:12]3=[N:16][CH2:15][CH:14]([CH2:17][n:18]4[c:19]([CH2:23][OH:24])[n:20][cH:21][cH:22]4)[S:13]3)[nH:10][c:11]12)[S:28](=[O:29])(=[O:30])[c:31]1[n:32][cH:33][cH:34][cH:35][cH:36]1. The reactants are C(C)(C)(C)OC(=O)N1C[C@H]2CC3=CC=C(N=C3N2[C@@H](C1)C)COCCO ((4R,9aR)-6-(2-hydroxy-ethoxymethyl)-4-methyl-3,4,9,9a-tetrahydro-1H-2,4a,5-triaza-fluorene-2-carboxylic acid tert-butyl ester), C(C)(C)(C)OC(=O)N1C[C@H]2CC3=CC=C(N=C3N2[C@@H](C1)C)[C@H](C)O ((4R,9aR)-6-(1-(S)-hydroxy-ethyl)-4-methyl-3,4,9,9a-tetrahydro-1H--2,4a,5-triaza-fluorene-2-carboxylic acid tert-butyl ester). Yields the product C(C)(C)(C)OC(=O)N1C[C@H]2CC3=CC=C(N=C3N2[C@@H](C1)C)[C@H](C)OC ((4R,9aR)-6-(1-(S)-Methoxy-ethyl)-4-methyl-3,4,9,9a-tetrahydro-1H-2,4a,5-triaza-fluorene-2-carboxylic acid tert-butyl ester). RXN SMILES: [C:1]([O:5][C:6]([N:8]1[CH2:20][C@@H:19]([CH3:21])[N:18]2[C@H:10]([CH2:11][C:12]3[C:17]2=[N:16][C:15](COCCO)=[CH:14][CH:13]=3)[CH2:9]1)=[O:7])([CH3:4])([CH3:3])[CH3:2].[C:27]([O:31][C:32](N1C[C@@H](C)N2[C@H](CC3C2=NC([C@@H](O)C)=CC=3)C1)=O)(C)(C)[CH3:28]>>[C:1]([O:5][C:6]([N:8]1[CH2:20][C@@H:19]([CH3:21])[N:18]2[C@H:10]([CH2:11][C:12]3[C:17]2=[N:16][C:15]([C@@H:27]([O:31][CH3:32])[CH3:28])=[CH:14][CH:13]=3)[CH2:9]1)=[O:7])([CH3:2])([CH3:3])[CH3:4]. Reported procedure: This compound was prepared in analogy to Example 41 intermediate b), from (4R,9aR)-6-(1-(S)-hydroxy-ethyl)-4-methyl-3,4,9,9a-tetrahydro-1H--2,4a,5-triaza-fluorene-2-carboxylic acid tert-butyl ester. Starting materials: O.NN (hydrazine hydrate), S1C(=NC2=C1C=CC=C2)C(C#N)=C(SC)SC (2-benzothiazol-2-yl-3,3-bismethylsulfanylacrylonitrile), O (water). Run in C(C)O (ethanol). Yields the product S1C(=NC2=C1C=CC=C2)C=2C(=NNC2SC)N (4-Benzothiazol-2-yl-5-methylsulfanyl-1H-pyrazol-3-ylamine). Isolated yield 44.0%. As a reaction SMILES: [S:1]1[C:5]2[CH:6]=[CH:7][CH:8]=[CH:9][C:4]=2[N:3]=[C:2]1[C:10](=[C:13](SC)[S:14][CH3:15])[C:11]#[N:12].O.[NH2:19][NH2:20].O>C(O)C>[S:1]1[C:5]2[CH:6]=[CH:7][CH:8]=[CH:9][C:4]=2[N:3]=[C:2]1[C:10]1[C:11]([NH2:12])=[N:19][NH:20][C:13]=1[S:14][CH3:15] |f:1.2|. Reported procedure: To a suspension of 2-benzothiazol-2-yl-3,3-bismethylsulfanylacrylonitrile (50 mg, 0.18 mmol) in ethanol (2 mL) was added hydrazine hydrate (15 μL). The mixture was heated to reflux for 2 hours. The reaction mixture was then cooled and water was added. The resulting precipitate was isolated by filtration to yield 21 mg (44%) of the title compound as a yellow solid. MS (m/z, ES+): 263 (M+1, 100%). Reactants: S(N)(=O)(=O)Cl (sulphamoyl chloride), C1(=CC=CC=C1)C (toluene), O (water), C(C1=CC=CC=C1)=C1CC2C3CCC=4C=C(C=CC4C3CCC2(C1=O)C)O (16-Benzylidene-3-hydroxy-13-methyl-6,7,8,9,11,12,13,14,15,16-decahydro-cyclopenta[a]phenanthren-17-one). Solvent: C(C)(=O)OCC (Ethyl acetate), CC(=O)N(C)C (DMA). Reaction conditions: temperature 0 celsius, time 1 hour. The product is C(C1=CC=CC=C1)=C1CC2C3CCC=4C=C(C=CC4C3CCC2(C1=O)C)OS(N)(=O)=O (Sulfamic acid 16-benzylidene-13-methyl-17-oxo-7,8,9,11,12,13,14,15,16,17-decahydro-6H-cyclopenta[a]phenanthren-3-yl ester). As a reaction SMILES: [S:1](Cl)(=[O:4])(=[O:3])[NH2:2].C1(C)C=CC=CC=1.O.[CH:14](=[C:21]1[C:37](=[O:38])[C:36]2([CH3:39])[CH:23]([CH:24]3[CH:33]([CH2:34][CH2:35]2)[C:32]2[CH:31]=[CH:30][C:29]([OH:40])=[CH:28][C:27]=2[CH2:26][CH2:25]3)[CH2:22]1)[C:15]1[CH:20]=[CH:19][CH:18]=[CH:17][CH:16]=1>C(OCC)(=O)C.CC(N(C)C)=O>[CH:14](=[C:21]1[C:37](=[O:38])[C:36]2([CH3:39])[CH:23]([CH:24]3[CH:33]([CH2:34][CH2:35]2)[C:32]2[CH:31]=[CH:30][C:29]([O:40][S:1](=[O:4])(=[O:3])[NH2:2])=[CH:28][C:27]=2[CH2:26][CH2:25]3)[CH2:22]1)[C:15]1[CH:20]=[CH:19][CH:18]=[CH:17][CH:16]=1. Procedure: 5 ml of a 0.7 M sulphamoyl chloride solution in toluene (3.5 mmol) were concentrated under reduced pressure (30° C. water bath temperature). The residue was cooled to 0° C. (ice bath) and DMA (10 ml) and 16-Benzylidene-3-hydroxy-13-methyl-6,7,8,9,11,12,13,14,15,16-decahydro-cyclopenta[a]phenanthren-17-one (717 mg, 2.0 mmol, CAB01122) were added. The resulting clear solution was stirred for 1 h at 0° C., then allowed to warm up to room temperature and stirred overnight. Ethyl acetate (50 ml) was ... Starting materials: CC(C)(C)c1cc(N)cc(C(C)(C)C)c1O, Cl, O=C1OC(=O)c2ccccc21, C1CCOC1. Yields the product CC(C)(C)c1cc(N2C(=O)c3ccccc3C2=O)cc(C(C)(C)C)c1O. As a reaction SMILES: [C:1]([CH3:2])([CH3:3])([CH3:4])[c:5]1[cH:6][c:7]([NH2:8])[cH:9][c:10]([C:13]([CH3:14])([CH3:15])[CH3:16])[c:11]1[OH:12].[ClH:28].[O:17]=[C:18]1[O:19][C:20](=[O:21])[c:22]2[cH:23][cH:24][cH:25][cH:26][c:27]21.[O:29]1[CH2:30][CH2:31][CH2:32][CH2:33]1>>[C:1]([CH3:2])([CH3:3])([CH3:4])[c:5]1[cH:6][c:7]([N:8]2[C:18](=[O:17])[c:27]3[c:22]([cH:23][cH:24][cH:25][cH:26]3)[C:20]2=[O:19])[cH:9][c:10]([C:13]([CH3:14])([CH3:15])[CH3:16])[c:11]1[OH:12]. Procedure: 4-chloro-N-[2,5-dichlorophenyl]-N-[4-(aminosulfonyl)-1(R)-methylbutyl]-benzenesulfonamide was prepared analogous to 4-chloro-N-[2,5-dichlorophenyl]-N-[4-[(methylamino)sulfonyl]-1(R)-methylbutyl]benzenesulfonamide by reacting (4R)-4-[2,5-dichlorophenyl][4-chlorophenyl)sulfonyl]amino]pentylsulfonyl chloride with ammonia. Yield=41%; MS (ESI+), 485 (M+H)+. RXN SMILES: [Cl:1][C:2]1[CH:7]=[CH:6][C:5]([S:8]([N:11]([C:22]2[CH:27]=[C:26]([Cl:28])[CH:25]=[CH:24][C:23]=2[Cl:29])[C@H:12]([CH3:21])[CH2:13][CH2:14][CH2:15][S:16]([NH:19]C)(=[O:18])=[O:17])(=[O:10])=[O:9])=[CH:4][CH:3]=1.C(S(Cl)(=O)=O)CCCC.N>>[Cl:1][C:2]1[CH:7]=[CH:6][C:5]([S:8]([N:11]([C:22]2[CH:27]=[C:26]([Cl:28])[CH:25]=[CH:24][C:23]=2[Cl:29])[C@H:12]([CH3:21])[CH2:13][CH2:14][CH2:15][S:16]([NH2:19])(=[O:17])=[O:18])(=[O:10])=[O:9])=[CH:4][CH:3]=1. The reactants are ClC1=CC=C(C=C1)S(=O)(=O)N([C@@H](CCCS(=O)(=O)NC)C)C1=C(C=CC(=C1)Cl)Cl (4-chloro-N-[2,5-dichlorophenyl]-N-[4-[(methylamino)sulfonyl]-1(R)-methylbutyl]benzenesulfonamide), C(CCCC)S(=O)(=O)Cl (pentylsulfonyl chloride), N (ammonia). Isolated yield 41.0%. The product is ClC1=CC=C(C=C1)S(=O)(=O)N([C@@H](CCCS(=O)(=O)N)C)C1=C(C=CC(=C1)Cl)Cl (4-chloro-N-[2,5-dichlorophenyl]-N-[4-(aminosulfonyl)-1(R)-methylbutyl]-benzenesulfonamide).